From a dataset of the Open Reaction Database (ORD), a public repository of structured organic reaction records. describe an organic reaction: reactants, conditions, products, and yield Reactants: BrC=1C=2C3=C(C(=NC3=CC1)N1CCNCC1)C=CC2 (1-(6-bromobenz-[cd]indol-2-yl)piperazine), C(C1=CC=CC=C1)(=O)Cl (benzoyl chloride), C(C1=CC=CC=C1)(=O)Cl (benzoyl chloride), O (water), [OH-] (hydroxide). The solvent is C(Cl)(Cl)Cl (chloroform). Run at time 30 minute. The product is C(C1=CC=CC=C1)(=O)N1CCN(CC1)C1=NC2=CC=C(C=3C2=C1C=CC3)Br (1-Benzoyl-4-(6-bromobenz[cd]indol-2-yl)piperazine). RXN SMILES: [Br:1][C:2]1[C:3]2[C:4]3[C:8](=[CH:9][CH:10]=1)[N:7]=[C:6]([N:11]1[CH2:16][CH2:15][NH:14][CH2:13][CH2:12]1)[C:5]=3[CH:17]=[CH:18][CH:19]=2.O.[OH-].[C:22](Cl)(=[O:29])[C:23]1[CH:28]=[CH:27][CH:26]=[CH:25][CH:24]=1>C(Cl)(Cl)Cl>[C:22]([N:14]1[CH2:13][CH2:12][N:11]([C:6]2[C:5]3[CH:17]=[CH:18][CH:19]=[C:3]4[C:4]=3[C:8](=[CH:9][CH:10]=[C:2]4[Br:1])[N:7]=2)[CH2:16][CH2:15]1)(=[O:29])[C:23]1[CH:28]=[CH:27][CH:26]=[CH:25][CH:24]=1. Reported procedure: A mixture consisting of 7.1 g. of 1-(6-bromobenz-[cd]indol-2-yl)piperazine, 75 ml. of water, and 75 ml. of chloroform is stirred vigorously as 10 ml. of 5 N soidum hydroxide is added, followed by 5 g. of benzoyl chloride, in six portions over a period of 10 minutes. The reaction mixture is stirred an additional 30 minutes after the completion of the benzoyl chloride addition. The chloroform layer is separated and dried over sodium sulrate. After separation from impurities by chromatography on an... The reactants are N1C=CC=2C(=CC=CC12)C(=O)OC (methyl indole-4-carboxylate), C(C)C1=CC=C(C(=O)Cl)C=C1 (4-ethylbenzoyl chloride), [H-].[Na+] (Sodium hydride), [Cl-].[NH4+] (ammonium chloride). Solvent: CN(C=O)C (dimethylformamide), CN(C=O)C (dimethylformamide), CN(C=O)C (dimethylformamide). Run at time 30 minute. Yields the product C(C)C1=CC=C(C(=O)N2C=CC=3C(=CC=CC23)C(=O)OC)C=C1 (methyl 1-(4-ethylbenzoyl)indole-4-carboxylate). Isolated yield 62.1%. RXN SMILES: [H-].[Na+].[NH:3]1[C:11]2[CH:10]=[CH:9][CH:8]=[C:7]([C:12]([O:14][CH3:15])=[O:13])[C:6]=2[CH:5]=[CH:4]1.[CH2:16]([C:18]1[CH:26]=[CH:25][C:21]([C:22](Cl)=[O:23])=[CH:20][CH:19]=1)[CH3:17].[Cl-].[NH4+]>CN(C)C=O>[CH2:16]([C:18]1[CH:26]=[CH:25][C:21]([C:22]([N:3]2[C:11]3[CH:10]=[CH:9][CH:8]=[C:7]([C:12]([O:14][CH3:15])=[O:13])[C:6]=3[CH:5]=[CH:4]2)=[O:23])=[CH:20][CH:19]=1)[CH3:17] |f:0.1,4.5|. Procedure details: Sodium hydride (95%; 0.30 g) was suspended in 10 ml of dimethylformamide and the suspension was stirred while cooling the same at a temperature ranging from 0° to 5° C. To this mixed liquid, there was dropwise added a solution of 2.00 g of methyl indole-4-carboxylate in 5 ml of dimethylformamide over 15 minutes. After the completion of the dropwise addition, the reaction solution was stirred at a temperature ranging from 0° to 5° C. for 30 minutes. To the reaction solution, there was added a sol... Reactants: CN1CCN(c2ccc(Nc3ncc4ccc(Br)n4n3)cc2)CC1, CC(=O)[O-], CC(=O)[O-], C1COCCO1, CN(C)C=O, [Na+], [Na+], O=C([O-])[O-], O, OCc1ccc(B(O)O)cc1, [Pd+2], c1ccc(P(c2ccccc2)c2ccccc2)cc1. The product is CN1CCN(c2ccc(Nc3ncc4ccc(-c5ccc(CO)cc5)n4n3)cc2)CC1. Reaction SMILES: [Br:1][c:2]1[cH:3][cH:4][c:5]2[cH:6][n:7][c:8]([NH:11][c:12]3[cH:13][cH:14][c:15]([N:18]4[CH2:19][CH2:20][N:21]([CH3:24])[CH2:22][CH2:23]4)[cH:16][cH:17]3)[n:9][n:10]12.[C:73]([O-:74])(=[O:75])[CH3:76].[C:78]([O-:79])(=[O:80])[CH3:81].[CH2:60]1[O:61][CH2:62][CH2:63][O:64][CH2:65]1.[CH3:55][N:56]([CH3:57])[CH:58]=[O:59].[Na+:66].[Na+:67].[O-:68][C:69](=[O:70])[O-:71].[OH2:72].[OH:25][CH2:26][c:27]1[cH:28][cH:29][c:30]([B:33]([OH:34])[OH:35])[cH:31][cH:32]1.[Pd+2:77].[c:36]1([P:37]([c:38]2[cH:39][cH:40][cH:41][cH:42][cH:43]2)[c:44]2[cH:45][cH:46][cH:47][cH:48][cH:49]2)[cH:50][cH:51][cH:52][cH:53][cH:54]1>>[c:2]1(-[c:30]2[cH:29][cH:28][c:27]([CH2:26][OH:25])[cH:32][cH:31]2)[cH:3][cH:4][c:5]2[cH:6][n:7][c:8]([NH:11][c:12]3[cH:13][cH:14][c:15]([N:18]4[CH2:19][CH2:20][N:21]([CH3:24])[CH2:22][CH2:23]4)[cH:16][cH:17]3)[n:9][n:10]12. Reactants: C1COC2(CCC(CC2)=O)O1 (1,4-Cyclohexanedione monoethylene ketal), NC1=C2C=CN=CC2=CC=C1 (5-amino-isoquinoline), C(C)(=O)O (acetic acid). The solvent is CO (methanol). Conditions: time 18 hour. The product is C1=NC=CC2=C(C=CC=C12)NC1CCC(CC1)=O (4-(5-Isoquinolylamino)-1-cyclohexanone). The yield is 80.9%. Reaction SMILES: C1O[C:4]2([CH2:9][CH2:8][C:7](=[O:10])[CH2:6][CH2:5]2)OC1.[NH2:12][C:13]1[CH:22]=[CH:21][CH:20]=[C:19]2[C:14]=1[CH:15]=[CH:16][N:17]=[CH:18]2.C(O)(=O)C>CO>[CH:18]1[C:19]2[C:14](=[C:13]([NH:12][CH:4]3[CH2:5][CH2:6][C:7](=[O:10])[CH2:8][CH2:9]3)[CH:22]=[CH:21][CH:20]=2)[CH:15]=[CH:16][N:17]=1. Reported procedure: 1,4-Cyclohexanedione monoethylene ketal (6.2 g), 5-amino-isoquinoline (4.3 g), and acetic acid (0.5 ml) were dissolved in methanol (50 ml), and a borane-pyridine complex (4.0 ml) was added dropwise to the solution at room temperature. The reaction mixture was stirred at room temperature for 18 hr, was then cooled to room temperature, and was concentrated. The residue was dissolved in acetic acid-water (1:1, 50 ml), and the mixture was then stirred at 80° C. for 3 hr. The reaction mixture was con... The reactants are BrC1=CC(=CC2=C1OC1=C2C=2C(NC(C2C(=C1)C1=C(C=CC=C1)Cl)=O)=O)O (7-Bromo-4-(2-chlorophenyl)-9-hydroxy-1H-[1]benzofuro[3,2-e]isoindole-1,3(2H)-dione), C(CCC)C(=C(CCCC)CCCC)[Sn] (tributylvinyltin). Product: ClC1=C(C=CC=C1)C1=CC2=C(C=3C(NC(C13)=O)=O)C1=C(O2)C(=CC(=C1)O)C=C (4-(2-Chlorophenyl)-9-hydroxy-7-vinyl-1H-[1]benzofuro[3,2-e]isoindole-1,3(2H)-dione). The yield is 79.0%. As a reaction SMILES: Br[C:2]1[C:7]2[O:8][C:9]3[CH:17]=[C:16]([C:18]4[CH:23]=[CH:22][CH:21]=[CH:20][C:19]=4[Cl:24])[C:15]4[C:14](=[O:25])[NH:13][C:12](=[O:26])[C:11]=4[C:10]=3[C:6]=2[CH:5]=[C:4]([OH:27])[CH:3]=1.[CH2:28](C([Sn])=C(CCCC)CCCC)[CH2:29]CC>>[Cl:24][C:19]1[CH:20]=[CH:21][CH:22]=[CH:23][C:18]=1[C:16]1[C:15]2[C:14](=[O:25])[NH:13][C:12](=[O:26])[C:11]=2[C:10]2[C:6]3[CH:5]=[C:4]([OH:27])[CH:3]=[C:2]([CH:28]=[CH2:29])[C:7]=3[O:8][C:9]=2[CH:17]=1 |^1:29|. Procedure: Reaction of (862) prepared as described in example 443 with tributylvinyltin using the procedure described in example 309 gave (863) (79%). 1H NMR δ [(CD3)2SO] 9.80 (s, 1H), 8.04 (d, J=2.7 Hz, 1H), 7.91 (s, 1H), 7.56 (d, J=8 Hz, 1H), 7.45 (m, 3H), 7.2 (d, J=2.5 Hz, 1H), 6.96 (dd, J=18,1 Hz, 1H), 6.25 (d, J=18 Hz, 1H), 5.52 (d, J=11 Hz, 1H). MH−:390,388. Starting materials: O=S1(N(CCCC1)CCN1C(C(=C(C2=NC=C(C=C12)CC1=CC=C(C=C1)F)O)C(=O)OCC)=O)=O (ethyl 1-[2-(1,1-dioxidotetrahydro-2H-1,2-thiazin-2-yl)ethyl]-7-[(4-fluorophenyl)methyl]-4-hydroxy-2-oxo-1,2-dihydro-1,5-naphthyridine-3-carboxylate), COCCN (2-methoxyethylamine). The product is O=S1(N(CCCC1)CCN1C(C(=C(C2=NC=C(C=C12)CC1=CC=C(C=C1)F)O)C(=O)NCCOC)=O)=O (1-[2-(1,1-dioxidotetrahydro-2H-1,2-thiazin-2-yl)ethyl]-7-[(4-fluorophenyl)methyl]-4-hydroxy-N-[2-(methyloxy)ethyl]-2-oxo-1,2-dihydro-1,5-naphthyridine-3-carboxamide). RXN SMILES: [O:1]=[S:2]1(=[O:35])[CH2:7][CH2:6][CH2:5][CH2:4][N:3]1[CH2:8][CH2:9][N:10]1[C:19]2[C:14](=[N:15][CH:16]=[C:17]([CH2:20][C:21]3[CH:26]=[CH:25][C:24]([F:27])=[CH:23][CH:22]=3)[CH:18]=2)[C:13]([OH:28])=[C:12]([C:29](OCC)=[O:30])[C:11]1=[O:34].[CH3:36][O:37][CH2:38][CH2:39][NH2:40]>>[O:35]=[S:2]1(=[O:1])[CH2:7][CH2:6][CH2:5][CH2:4][N:3]1[CH2:8][CH2:9][N:10]1[C:19]2[C:14](=[N:15][CH:16]=[C:17]([CH2:20][C:21]3[CH:26]=[CH:25][C:24]([F:27])=[CH:23][CH:22]=3)[CH:18]=2)[C:13]([OH:28])=[C:12]([C:29]([NH:40][CH2:39][CH2:38][O:37][CH3:36])=[O:30])[C:11]1=[O:34]. Procedure details: This compound was prepared from ethyl 1-[2-(1,1-dioxidotetrahydro-2H-1,2-thiazin-2-yl)ethyl]-7-[(4-fluorophenyl)methyl]-4-hydroxy-2-oxo-1,2-dihydro-1,5-naphthyridine-3-carboxylate and 2-methoxyethylamine employing methods similar to those described in Example 202 and was obtained as a white solid: 1H NMR (400 MHz, CDCl3) δ 10.23 (s, 1 H), 8.55 (s, 1 H), 7.85 (s, 1 H), 7.23 (m, 2 H), 6.99 (t, J=8.7 Hz, 2 H), 4.37 (t, J=7.2 Hz, 2 H), 4.10 (s, 2 H), 3.64 (q, J=5.2 Hz, 2 H), 3.58 (m, 2 H), 3.43-3.35...